From a dataset of the Open Reaction Database (ORD), a public repository of structured organic reaction records. describe an organic reaction: reactants, conditions, products, and yield Starting materials: CC(=O)O[BH-](OC(C)=O)OC(C)=O, O=C1CCN(CCc2ccccc2)CC1, CC(=O)O, Nc1ccccc1, [Na+]. The product is c1ccc(CCN2CCC(Nc3ccccc3)CC2)cc1. Reaction SMILES: [C:23]([O:24][BH-:25]([O:26][C:27](=[O:28])[CH3:29])[O:30][C:31](=[O:32])[CH3:33])(=[O:34])[CH3:35].[CH2:1]([CH2:2][c:3]1[cH:4][cH:5][cH:6][cH:7][cH:8]1)[N:9]1[CH2:10][CH2:11][C:12](=[O:15])[CH2:13][CH2:14]1.[CH3:37][C:38](=[O:39])[OH:40].[NH2:16][c:17]1[cH:18][cH:19][cH:20][cH:21][cH:22]1.[Na+:36]>>[CH2:1]([CH2:2][c:3]1[cH:4][cH:5][cH:6][cH:7][cH:8]1)[N:9]1[CH2:10][CH2:11][CH:12]([NH:16][c:17]2[cH:18][cH:19][cH:20][cH:21][cH:22]2)[CH2:13][CH2:14]1. The reactants are [BH4-], C1CCOC1, Cc1cc(Cl)ccc1-c1nsnc1Cl, [Li+]. Product: Cc1cc(Cl)ccc1-c1cnsn1. RXN SMILES: [BH4-:15].[CH2:17]1[O:18][CH2:19][CH2:20][CH2:21]1.[Cl:1][c:2]1[n:3][s:4][n:5][c:6]1-[c:7]1[c:8]([CH3:14])[cH:9][c:10]([Cl:13])[cH:11][cH:12]1.[Li+:16]>>[cH:2]1[n:3][s:4][n:5][c:6]1-[c:7]1[c:8]([CH3:14])[cH:9][c:10]([Cl:13])[cH:11][cH:12]1. The reactants are C(C)C(CCCC1=C(C=CC=C1)I)=C (1-(4-Ethyl-4-penten-1-yl)-2-iodobenzene), C(C)C(CCCC1=C(C=CC=C1)I)=C (1-(4-Ethyl-4-penten-1-yl)-2-iodobenzene), FC(C(C=O)(CC1(CCCC2=CC=CC=C12)C)O)(F)F (3,3,3-Trifluoro-2-hydroxy-2-[(1-methyl-1,2,3,4-tetrahydro-1-naphthalenyl)methyl]propanal), FC(C(C=O)(CC1(CCCC2=CC=CC=C12)C)O)(F)F (3,3,3-Trifluoro-2-hydroxy-2-[(1-methyl-1,2,3,4-tetrahydro-1-naphthalenyl)methyl]propanal), C1(=CC=CC=C1)P(C1=CC=CC=C1)C1=CC=CC=C1 (triphenyl phosphine). The reagents and catalysts are C(C)(=O)[O-].[Pd+2].C(C)(=O)[O-] (palladium acetate), [Cu]I (copper(I) iodide). The solvent is CN(C)C=O (DMF). Yields the product C(C)C1(CCCC2=CC=CC=C12)CC(=C)C(F)(F)F (1-Ethyl-1-[2-(trifluoromethyl)-2-propen-1-yl]-1,2,3,4-tetrahydronaphthalene). Isolated yield 139.2%. As a reaction SMILES: [CH2:1]([C:3](=[CH2:14])[CH2:4][CH2:5][CH2:6][C:7]1[CH:12]=[CH:11][CH:10]=[CH:9][C:8]=1I)[CH3:2].[F:15][C:16]([F:34])([F:33])[C:17](O)(CC1(C)C2C(=CC=CC=2)CCC1)[CH:18]=O.C1(P(C2C=CC=CC=2)C2C=CC=CC=2)C=CC=CC=1>CN(C=O)C.C([O-])(=O)C.[Pd+2].C([O-])(=O)C.[Cu]I>[CH2:1]([C:3]1([CH2:14][C:17]([C:16]([F:34])([F:33])[F:15])=[CH2:18])[C:12]2[C:7](=[CH:8][CH:9]=[CH:10][CH:11]=2)[CH2:6][CH2:5][CH2:4]1)[CH3:2] |f:4.5.6|. Reported procedure: 1-(4-Ethyl-4-penten-1-yl)-2-iodobenzene (Intermediate 11) (1.1 g, 3.66 mmole), tributyl[1-(trifluoromethyl)ethenyl]stannane (Intermediate 3) (1.4 g, 3.64 mmole), triphenyl phosphine (188 mg, 0.717 mmole), palladium acetate (82 mg, 0.365 mmole) and copper(I) iodide (69 mg, 0.362 mmole) were dissolved in dry DMF (60 ml). The solution was degassed by evacuating and filling the flask with nitrogen four times. The solution was then immediately immersed in a 110° C. oil bath, left to react for 3.5 h, ... Reactants: COc1ccc(C(C)=O)cc1 (substrate), CC2(C)COB(c1ccccc1)OC2 (effective_coupling_partner). Reagents/catalysts: PCy3. Run at temperature 120 celsius, time 12 hour. The product is CC(=O)c2ccc(c1ccccc1)cc2. The reactants are CC1=CC=C(C=C1)S(=O)(=O)Cl (p-tosyl chloride), FC(C=1C=C(CN(C(=O)N2[C@H](C\C(\CC2)=N/O)C2=C(C=C(C=C2)F)C)C)C=C(C1)C(F)(F)F)(F)F ((Z)-2-(R)-(4-Fluoro-2-methyl-phenyl)-4-hydroxyimino-piperidine-1-carboxylic acid, (3,5-bistrifluoromethyl-benzyl)-methylamide). The solvent is CC(=O)C (acetone), CC(=O)C (acetone), C([O-])([O-])=O.[Na+].[Na+] (sodium carbonate). Conditions: time 15 minute. The product is FC(C=1C=C(CN(C(=O)N2CCNC(C[C@@H]2C2=C(C=C(C=C2)F)C)=O)C)C=C(C1)C(F)(F)F)(F)F (7-(R)-(4-Fluoro-2-methyl-phenyl)-5-oxo-[1,4]-diazepane-1-carboxylic acid (3,5-bis-trifluoromethyl-benzyl)-methylamide). As a reaction SMILES: CC1C=CC(S(Cl)(=O)=[O:9])=CC=1.[F:12][C:13]([F:46])([F:45])[C:14]1[CH:15]=[C:16]([CH:38]=[C:39]([C:41]([F:44])([F:43])[F:42])[CH:40]=1)[CH2:17][N:18]([CH3:37])[C:19]([N:21]1[CH2:26][CH2:25]/[C:24](=[N:27]/O)/[CH2:23][C@@H:22]1[C:29]1[CH:34]=[CH:33][C:32]([F:35])=[CH:31][C:30]=1[CH3:36])=[O:20]>CC(C)=O.C(=O)([O-])[O-].[Na+].[Na+]>[F:42][C:41]([F:44])([F:43])[C:39]1[CH:38]=[C:16]([CH:15]=[C:14]([C:13]([F:46])([F:12])[F:45])[CH:40]=1)[CH2:17][N:18]([CH3:37])[C:19]([N:21]1[C@@H:22]([C:29]2[CH:34]=[CH:33][C:32]([F:35])=[CH:31][C:30]=2[CH3:36])[CH2:23][C:24](=[O:9])[NH:27][CH2:25][CH2:26]1)=[O:20] |f:3.4.5|. Procedure details: A solution of p-tosyl chloride (91.17 mg) in acetone (1.6 mL) was added drop-wise to a mixture of intermediate 11b (161 mg) in acetone (3.2 mL) and 5% sodium carbonate solution (3.2 mL) under a Nitrogen atmosphere. The mixture was stirred for 15 minutes at room temperature then it was heated to reflux for 45 minutes. As a reaction SMILES: [Br:11][c:12]1[cH:13][c:14]([NH2:15])[cH:16][c:17]([CH3:19])[cH:18]1.[C:20]([OH:21])(=[O:22])[CH3:23].[Cl:1][c:2]1[n:3][cH:4][cH:5][c:6]([CH:8]([F:9])[F:10])[n:7]1.[Cl:30][CH2:31][Cl:32].[O:24]1[CH2:25][CH2:26][O:27][CH2:28][CH2:29]1>>[c:2]1([NH:15][c:14]2[cH:13][c:12]([Br:11])[cH:18][c:17]([CH3:19])[cH:16]2)[n:3][cH:4][cH:5][c:6]([CH:8]([F:9])[F:10])[n:7]1. Yields the product Cc1cc(Br)cc(Nc2nccc(C(F)F)n2)c1. The reactants are Cc1cc(N)cc(Br)c1, CC(=O)O, FC(F)c1ccnc(Cl)n1, ClCCl, C1COCCO1. Starting materials: COC(CC1=CC(=C(C(=C1)Br)OC1=CC=C(C=C1)OC)Br)=O (Methyl[3,5-dibromo-4-(4-methoxyphenoxy)phenyl]acetate), [I-] (Iodide). Reagents/catalysts: S(=O)(=O)([O-])[O-].[Ag+].[Ag+] (silver (I) sulfate). The solvent is CO (methanol). Reaction conditions: time 10 minute. The product is BrC=1C=C(C=C(C1OC1=CC(=C(C=C1)OC)I)Br)CC(=O)OC (methyl [3,5-dibromo-4-(4-methoxy-3-iodophenoxy)phenyl]acetate). Isolated yield 64.1%. As a reaction SMILES: [CH3:1][O:2][C:3](=[O:22])[CH2:4][C:5]1[CH:10]=[C:9]([Br:11])[C:8]([O:12][C:13]2[CH:18]=[CH:17][C:16]([O:19][CH3:20])=[CH:15][CH:14]=2)=[C:7]([Br:21])[CH:6]=1.[I-:23]>S([O-])([O-])(=O)=O.[Ag+].[Ag+].CO>[Br:11][C:9]1[CH:10]=[C:5]([CH2:4][C:3]([O:2][CH3:1])=[O:22])[CH:6]=[C:7]([Br:21])[C:8]=1[O:12][C:13]1[CH:18]=[CH:17][C:16]([O:19][CH3:20])=[C:15]([I:23])[CH:14]=1 |f:2.3.4|. Reported procedure: Methyl[3,5-dibromo-4-(4-methoxyphenoxy)phenyl]acetate (1.0 g, 2.3 mmol), silver (I) sulfate (1.6 g, 4.6 mmol) and methanol (10 mL) was stirred in the dark at −78° C. Iodide (1.2 g, 4.6 mmol) was added and the reaction mixture was allowed to reach room temperature after 10 minutes. The yellow precipitate was filtered off, the eluate dissolved in ethyl actetate and washed with water. After concentration of the organic phase, 0.82 g (64%) of methyl [3,5-dibromo-4-(4-methoxy-3-iodophenoxy)phenyl]ace...